Dataset: the Open Reaction Database (ORD), a public repository of structured organic reaction records. Task: describe an organic reaction: reactants, conditions, products, and yield Reactants: C(C)C1=CC=C(C=C1)C1CC(CN(C1)C(=O)N1CCOCC1)C(N)=S (5-(4-Ethylphenyl)-1-(morpholin-4-ylcarbonyl)piperidine-3-carbothioamide), ClC(C(C)=O)Cl (dichloroacetone). The product is ClCC=1N=C(SC1)C1CN(CC(C1)C1=CC=C(C=C1)CC)C(=O)N1CCOCC1 (4-({3-[4-(Chloromethyl)-1,3-thiazol-2-yl]-5-(4-ethylphenyl)piperidin-1-yl}carbonyl)morpholine). Reaction SMILES: [CH2:1]([C:3]1[CH:8]=[CH:7][C:6]([CH:9]2[CH2:14][N:13]([C:15]([N:17]3[CH2:22][CH2:21][O:20][CH2:19][CH2:18]3)=[O:16])[CH2:12][CH:11]([C:23](=[S:25])[NH2:24])[CH2:10]2)=[CH:5][CH:4]=1)[CH3:2].[Cl:26][CH:27](Cl)[C:28](=O)[CH3:29]>>[Cl:26][CH2:27][C:28]1[N:24]=[C:23]([CH:11]2[CH2:10][CH:9]([C:6]3[CH:7]=[CH:8][C:3]([CH2:1][CH3:2])=[CH:4][CH:5]=3)[CH2:14][N:13]([C:15]([N:17]3[CH2:22][CH2:21][O:20][CH2:19][CH2:18]3)=[O:16])[CH2:12]2)[S:25][CH:29]=1. Procedure details: 860 mg (2.38 mmol) of 5-(4-ethylphenyl)-1-(morpholin-4-ylcarbonyl)piperidine-3-carbothioamide (Example 140A) and 362 mg (2.85 mmol) of dichloroacetone were reacted according to the General Method 3. Yield: 498 mg (43% of theory). Isolated yield 41.0%. Yields the product ClC=1C=C2C(C(NC2=CC1)=O)(C1=C(C=C(C=C1)O[Si](C(C)C)(C(C)C)C(C)C)OC)O (5-Chloro-3-hydroxy-3-(2-methoxy-4-triisopropylsilanyloxyphenyl)-1,3-dihydroindol-2-one). Conditions: time 15 minute. Reported procedure: A solution of n-butyllithium in hexane (1.6 m, 19.6 ml, 31.4 mmol) was slowly added dropwise to a solution of (4-bromo-3-methoxyphenoxy)triisopropylsilane (8.67 g, 24.1 mmol) in THF (100 ml) at −15° C. After 15 min, a solution of 5-chloroisatin sodium salt [prepared by treating a solution of 5-chloroisatin (3.65 g, 20.1 mmol) in THF with one equivalent of sodium hydride at 0° C. for one h] was added dropwise to the solution of the organolithium species. The reaction mixture was allowed to warm t... The reactants are [Cl-].[NH4+] (ammonium chloride), [Na].ClC=1C=C2C(C(NC2=CC1)=O)=O (5-chloroisatin sodium salt), organolithium, C(CCC)[Li] (n-butyllithium), CCCCCC (hexane), BrC1=C(C=C(O[Si](C(C)C)(C(C)C)C(C)C)C=C1)OC ((4-bromo-3-methoxyphenoxy)triisopropylsilane), ClC=1C=C2C(C(NC2=CC1)=O)=O (5-chloroisatin), [H-].[Na+] (sodium hydride). RXN SMILES: C([Li])CCC.CCCCCC.Br[C:13]1[CH:29]=[CH:28][C:16]([O:17][Si:18]([CH:25]([CH3:27])[CH3:26])([CH:22]([CH3:24])[CH3:23])[CH:19]([CH3:21])[CH3:20])=[CH:15][C:14]=1[O:30][CH3:31].[Na].[Cl:33][C:34]1[CH:35]=[C:36]2[C:40](=[CH:41][CH:42]=1)[NH:39][C:38](=[O:43])[C:37]2=[O:44].ClC1C=C2C(=CC=1)NC(=O)C2=O.[H-].[Na+].[Cl-].[NH4+]>C1COCC1>[Cl:33][C:34]1[CH:35]=[C:36]2[C:40](=[CH:41][CH:42]=1)[NH:39][C:38](=[O:43])[C:37]2([OH:44])[C:13]1[CH:29]=[CH:28][C:16]([O:17][Si:18]([CH:25]([CH3:27])[CH3:26])([CH:22]([CH3:24])[CH3:23])[CH:19]([CH3:21])[CH3:20])=[CH:15][C:14]=1[O:30][CH3:31] |f:3.4,6.7,8.9,^1:31|. Run in C1CCOC1 (THF), C1CCOC1 (THF). Starting materials: [BH4-], COc1cc(Br)cc(C=O)c1, C1CCNCC1, ClCCl, [Na+]. The product is COc1cc(Br)cc(CN2CCCCC2)c1. Reaction SMILES: [BH4-:18].[Br:1][c:2]1[cH:3][c:4]([CH:5]=[O:6])[cH:7][c:8]([O:10][CH3:11])[cH:9]1.[CH2:12]1[CH2:13][CH2:14][NH:15][CH2:16][CH2:17]1.[Cl:20][CH2:21][Cl:22].[Na+:19]>>[Br:1][c:2]1[cH:3][c:4]([CH2:5][N:15]2[CH2:14][CH2:13][CH2:12][CH2:17][CH2:16]2)[cH:7][c:8]([O:10][CH3:11])[cH:9]1. The reactants are Cl[Si](C1C(=C(C(=C1C)C)C)C)(C)C (chlorodimethyl(2,3,4,5-tetramethylcyclopenta-2,4-dien-1-yl)silane), C1(=CC=CC=C1)[C-]1C=CC2=CC=CC=C12.[Li+] (lithium(1-phenylindenide)). Run in CCOCC (ether). Run at time 23 hour. The product is C[Si](C1C(=C(C(=C1C)C)C)C)(C1C=C(C2=CC=CC=C12)C1=CC=CC=C1)C (dimethyl(3-phenyl-1H-indenyl)(2,3,4,5-tetramethylcyclopentadienyl) silane). Reaction SMILES: Cl[Si:2]([CH3:13])([CH3:12])[CH:3]1[C:7]([CH3:8])=[C:6]([CH3:9])[C:5]([CH3:10])=[C:4]1[CH3:11].[C:14]1([C-:20]2[C:28]3[C:23](=[CH:24][CH:25]=[CH:26][CH:27]=3)[CH:22]=[CH:21]2)[CH:19]=[CH:18][CH:17]=[CH:16][CH:15]=1.[Li+]>CCOCC>[CH3:12][Si:2]([CH3:13])([CH:22]1[C:23]2[C:28](=[CH:27][CH:26]=[CH:25][CH:24]=2)[C:20]([C:14]2[CH:19]=[CH:18][CH:17]=[CH:16][CH:15]=2)=[CH:21]1)[CH:3]1[C:7]([CH3:8])=[C:6]([CH3:9])[C:5]([CH3:10])=[C:4]1[CH3:11] |f:1.2|. Procedure: To a solution of chlorodimethyl(2,3,4,5-tetramethylcyclopenta-2,4-dien-1-yl)silane (5.00 g, 23.3 mmol, 1.00 eq.) in ether (25 mL) at −35° C. was added lithium(1-phenylindenide) (4.85 g, 24.5 mmol, 1.05 eq.). The reaction was stirred for 23 hours, and the volatiles were then removed under vacuum. The residue was extracted with pentane (40 mL) and the extract was filtered. The resulting solution was evaporated under vacuum to give a thick oil. Yield 7.07 g (82%). 1H NMR(C6D6): δ 7.74 (d, 1H), 7.65... Reactants: C1CCOC1, CN1CCOCC1, O=C(Cl)OCc1ccccc1, O=C1NC(c2ccc(F)cc2)C(=O)O1. Yields the product O=C1OC(=O)N(C(=O)OCc2ccccc2)C1c1ccc(F)cc1. As a reaction SMILES: [CH2:33]1[O:34][CH2:35][CH2:36][CH2:37]1.[CH3:26][N:27]1[CH2:28][CH2:29][O:30][CH2:31][CH2:32]1.[Cl:15][C:16](=[O:17])[O:18][CH2:19][c:20]1[cH:21][cH:22][cH:23][cH:24][cH:25]1.[F:1][c:2]1[cH:3][cH:4][c:5]([CH:8]2[NH:9][C:10](=[O:14])[O:11][C:12]2=[O:13])[cH:6][cH:7]1>>[F:1][c:2]1[cH:3][cH:4][c:5]([CH:8]2[N:9]([C:16](=[O:17])[O:18][CH2:19][c:20]3[cH:21][cH:22][cH:23][cH:24][cH:25]3)[C:10](=[O:14])[O:11][C:12]2=[O:13])[cH:6][cH:7]1. Reactants: CC(=O)OC1CCC2(CO)C(=CCC3C2CCC2(C)C(OC(C)=O)CCC32)C1, O, Cc1ccc(S(=O)(=O)Cl)cc1, c1ccncc1. Product: CC(=O)OC1CCC2(COS(=O)(=O)c3ccc(C)cc3)C(=CCC3C2CCC2(C)C(OC(C)=O)CCC32)C1. RXN SMILES: [C:1]([CH3:2])(=[O:3])[O:4][CH:5]1[CH2:6][C:7]2=[CH:8][CH2:9][CH:10]3[CH:11]4[CH2:12][CH2:13][CH:14]([O:25][C:26]([CH3:27])=[O:28])[C:15]4([CH3:16])[CH2:17][CH2:18][CH:19]3[C:20]2([CH2:23][OH:24])[CH2:21][CH2:22]1.[OH2:40].[c:29]1([CH3:39])[cH:30][cH:31][c:32]([S:35](=[O:36])(=[O:37])[Cl:38])[cH:33][cH:34]1.[cH:41]1[cH:42][cH:43][n:44][cH:45][cH:46]1>>[C:1]([CH3:2])(=[O:3])[O:4][CH:5]1[CH2:6][C:7]2=[CH:8][CH2:9][CH:10]3[CH:11]4[CH2:12][CH2:13][CH:14]([O:25][C:26]([CH3:27])=[O:28])[C:15]4([CH3:16])[CH2:17][CH2:18][CH:19]3[C:20]2([CH2:23][O:24][S:35]([c:32]2[cH:31][cH:30][c:29]([CH3:39])[cH:34][cH:33]2)(=[O:36])=[O:37])[CH2:21][CH2:22]1. Starting materials: BrC1=CC=C(C=C1)C(CO[Si](C)(C)C(C)(C)C)(C)C ([2-(4-bromophenyl)-2-methylpropoxy](tert-butyl)dimethylsilane), Cl.CO (HCl MeOH). The solvent is CO (MeOH). Reaction conditions: time 2 hour. Yields the product BrC1=CC=C(C=C1)C(CO)(C)C (2-(4-bromophenyl)-2-methylpropan-1-ol). Yield: 74.7%. RXN SMILES: [Br:1][C:2]1[CH:7]=[CH:6][C:5]([C:8]([CH3:19])([CH3:18])[CH2:9][O:10][Si](C(C)(C)C)(C)C)=[CH:4][CH:3]=1.Cl.CO>CO>[Br:1][C:2]1[CH:3]=[CH:4][C:5]([C:8]([CH3:19])([CH3:18])[CH2:9][OH:10])=[CH:6][CH:7]=1 |f:1.2|. Reported procedure: To a solution of [2-(4-bromophenyl)-2-methylpropoxy](tert-butyl)dimethylsilane (500 mg, 1.46 mmol) in MeOH (5 mL) was added dropwise HCl/MeOH (5 mL) at room temperature. The reaction mixture was stirred at room temperature for 2 hours. The reaction was concentrated to give a crude residue, which was purified by column chromatography to give the title compound (250 mg, 75%) as a colorless oil. 1H NMR (400 MHz, CDCl3) δ 7.38 (d, 2H), 7.19 (d, 2H), 3.50 (s, 2H), 1.23 (s, 6H).